describe an organic reaction: reactants, conditions, products, and yield From a dataset of the Open Reaction Database (ORD), a public repository of structured organic reaction records. Reported procedure: To an ice cooled solution of tert-butyl 3-((4-fluoro-2-methylphenyl)(methyl)amino)azetidine-1-carboxylate (D33) 8170 mg, 0.577 mmol) in dichloromethane (1 ml) trifluoroacetic acid/dichloromethane (3/1 ml) was added and the resulting mixture was stirred at room temperature for 1 h. Solvents were evaporated under vacuo and the residue was purified by SPE-SCX cartridge (10 g) eluting with methanol and 2N ammonia in methanol. Ammonia fractions were evaporated in vacuo to afford the title compound (D... The yield is 98.1%. Yields the product FC1=CC(=C(C=C1)N(C1CNC1)C)C (N-(4-fluoro-2-methylphenyl)-N-methylazetidin-3-amine). As a reaction SMILES: [F:1][C:2]1[CH:7]=[CH:6][C:5]([N:8]([CH3:20])[CH:9]2[CH2:12][N:11](C(OC(C)(C)C)=O)[CH2:10]2)=[C:4]([CH3:21])[CH:3]=1>ClCCl>[F:1][C:2]1[CH:7]=[CH:6][C:5]([N:8]([CH3:20])[CH:9]2[CH2:12][NH:11][CH2:10]2)=[C:4]([CH3:21])[CH:3]=1. Conditions: time 1 hour. The solvent is ClCCl (dichloromethane). The reactants are ice, FC1=CC(=C(C=C1)N(C1CN(C1)C(=O)OC(C)(C)C)C)C (tert-butyl 3-((4-fluoro-2-methylphenyl)(methyl)amino)azetidine-1-carboxylate). Starting materials: CC(O)=S, CCCC(Br)CCCCC(=S)OCC, CCO. The product is CCCC(CCCCC(=S)OCC)SC(C)=O. As a reaction SMILES: [C:1]([CH3:2])(=[S:3])[OH:4].[CH2:5]([CH3:6])[O:7][C:8]([CH2:9][CH2:10][CH2:11][CH2:12][CH:13]([CH2:14][CH2:15][CH3:16])[Br:17])=[S:18].[CH3:19][CH2:20][OH:21]>>[C:1]([CH3:2])([S:3][CH:13]([CH2:12][CH2:11][CH2:10][CH2:9][C:8]([O:7][CH2:5][CH3:6])=[S:18])[CH2:14][CH2:15][CH3:16])=[O:4]. The reactants are ClC1=CC(=C(C=C1OC1=CC=CC=C1)OC1=CC=CC=C1)[N+](=O)[O-] (6-chloro-4-nitro-1,3-diphenoxy-benzene), FC(C=1C=C(CN)C=CC1)(F)F (3-trifluoromethyl-benzylamine). The solvent is O1CCOCC1 (dioxane). The product is ClC1=C(C=C(NCC2=CC(=CC=C2)C(F)(F)F)C(=C1)[N+](=O)[O-])OC1=CC=CC=C1 (4-Chloro-3-phenoxy-6-nitro-N-(3-trifluoromethyl-benzyl)-aniline). RXN SMILES: [Cl:1][C:2]1[C:7]([O:8][C:9]2[CH:14]=[CH:13][CH:12]=[CH:11][CH:10]=2)=[CH:6][C:5](OC2C=CC=CC=2)=[C:4]([N+:22]([O-:24])=[O:23])[CH:3]=1.[F:25][C:26]([F:36])([F:35])[C:27]1[CH:28]=[C:29]([CH:32]=[CH:33][CH:34]=1)[CH2:30][NH2:31]>O1CCOCC1>[Cl:1][C:2]1[CH:3]=[C:4]([N+:22]([O-:24])=[O:23])[C:5]([NH:31][CH2:30][C:29]2[CH:32]=[CH:33][CH:34]=[C:27]([C:26]([F:25])([F:35])[F:36])[CH:28]=2)=[CH:6][C:7]=1[O:8][C:9]1[CH:10]=[CH:11][CH:12]=[CH:13][CH:14]=1. Procedure details: Using a procedure analogous to that described in Example 12, 3 gm (71.2% of theory) of the title compound, m.p. 140°-142° C. (recrystallized from ethanol), were obtained by stirring a mixture of 3.51 gm of 6-chloro-4-nitro-1,3-diphenoxy-benzene, 4 gm of 3-trifluoromethyl-benzylamine and 5 ml of dioxane for 20 hours at 100° C. The reactants are FC(C(=O)O)(F)F (trifluoroacetic acid), [N+](=O)([O-])C1=C(C=C(C=C1)N1C[C@@H](CCC1)NC(OC(C)(C)C)=O)OC(C)C (2-methylpropan-2-yl {(3R)-1-[4-nitro-3-(propan-2-yloxy)phenyl]piperidin-3-yl}carbamate), FC(C(=O)O)(F)F (trifluoroacetic acid). Run in ClCCl (dichloromethane). Reaction conditions: time 15 hour. The product is FC(C(=O)O)(F)F.[N+](=O)([O-])C1=C(C=C(C=C1)N1C[C@@H](CCC1)N)OC(C)C ((3R)-1-[4-nitro-3-(propan-2-yloxy)phenyl]piperidin-3-amine trifluoroacetate). As a reaction SMILES: [F:1][C:2]([F:7])([F:6])[C:3]([OH:5])=[O:4].[N+:8]([C:11]1[CH:16]=[CH:15][C:14]([N:17]2[CH2:22][CH2:21][CH2:20][C@@H:19]([NH:23]C(=O)OC(C)(C)C)[CH2:18]2)=[CH:13][C:12]=1[O:31][CH:32]([CH3:34])[CH3:33])([O-:10])=[O:9]>ClCCl>[F:1][C:2]([F:7])([F:6])[C:3]([OH:5])=[O:4].[N+:8]([C:11]1[CH:16]=[CH:15][C:14]([N:17]2[CH2:22][CH2:21][CH2:20][C@@H:19]([NH2:23])[CH2:18]2)=[CH:13][C:12]=1[O:31][CH:32]([CH3:34])[CH3:33])([O-:10])=[O:9] |f:3.4|. Procedure details: 6.25 ml of trifluoroacetic acid are added, at a temperature of about 20° C., to 5.32 g of 2-methylpropan-2-yl {(3R)-1-[4-nitro-3-(propan-2-yloxy)phenyl]piperidin-3-yl}carbamate in solution in 106 ml of dichloromethane, and the mixture is left to stir for 15 h. A further 2 ml of trifluoroacetic acid are added and the stirring is continued for 1 h. The mixture is concentrated under reduced pressure, so as to obtain an oily residue which is precipitated by adding ethyl ether. The solid obtained is ... The reactants are CCCCCC(O)c1ccc(C2=C(Br)CCC2CCCc2ccc(C(=O)O)s2)cc1, [Li]C(C)(C)C, C1CCOC1, [Cl-], [NH4+]. Yields the product CCCCCC(O)c1ccc(C2=CCCC2CCCc2ccc(C(=O)O)s2)cc1. RXN SMILES: [Br:1][C:2]1=[C:3]([c:18]2[cH:19][cH:20][c:21]([CH:24]([CH2:25][CH2:26][CH2:27][CH2:28][CH3:29])[OH:30])[cH:22][cH:23]2)[CH:4]([CH2:7][CH2:8][CH2:9][c:10]2[cH:11][cH:12][c:13]([C:15](=[O:16])[OH:17])[s:14]2)[CH2:5][CH2:6]1.[C:31]([Li:32])([CH3:33])([CH3:34])[CH3:35].[CH2:38]1[O:39][CH2:40][CH2:41][CH2:42]1.[Cl-:36].[NH4+:37]>>[CH:2]1=[C:3]([c:18]2[cH:19][cH:20][c:21]([CH:24]([CH2:25][CH2:26][CH2:27][CH2:28][CH3:29])[OH:30])[cH:22][cH:23]2)[CH:4]([CH2:7][CH2:8][CH2:9][c:10]2[cH:11][cH:12][c:13]([C:15](=[O:16])[OH:17])[s:14]2)[CH2:5][CH2:6]1. The reactants are FC1=C(C(=C(C=C1OC)OC)F)C1=CC=C(C=2N=CC=NC12)C(=O)O (8-(2,6-difluoro-3,5-dimethoxy-phenyl)-quinoxaline-5-carboxylic acid), CN1CCN(CC1)CC1=CC=C(C=N1)N (6-(4-methyl-piperazin-1-ylmethyl)-pyridin-3-ylamine). Run at time 16 hour. The product is CN1CCN(CC1)CC1=CC=C(C=N1)NC(=O)C=1C=2N=CC=NC2C(=CC1)C1=C(C(=CC(=C1F)OC)OC)F (8-(2,6-Difluoro-3,5-dimethoxy-phenyl)-quinoxaline-5-carboxylic acid [6-(4-methyl-piperazin-1-ylmethyl)-pyridin-3-yl]-amide). Reaction SMILES: [F:1][C:2]1[C:7]([O:8][CH3:9])=[CH:6][C:5]([O:10][CH3:11])=[C:4]([F:12])[C:3]=1[C:13]1[C:22]2[N:21]=[CH:20][CH:19]=[N:18][C:17]=2[C:16]([C:23]([OH:25])=O)=[CH:15][CH:14]=1.[CH3:26][N:27]1[CH2:32][CH2:31][N:30]([CH2:33][C:34]2[N:39]=[CH:38][C:37]([NH2:40])=[CH:36][CH:35]=2)[CH2:29][CH2:28]1>>[CH3:26][N:27]1[CH2:32][CH2:31][N:30]([CH2:33][C:34]2[N:39]=[CH:38][C:37]([NH:40][C:23]([C:16]3[C:17]4[N:18]=[CH:19][CH:20]=[N:21][C:22]=4[C:13]([C:3]4[C:2]([F:1])=[C:7]([O:8][CH3:9])[CH:6]=[C:5]([O:10][CH3:11])[C:4]=4[F:12])=[CH:14][CH:15]=3)=[O:25])=[CH:36][CH:35]=2)[CH2:29][CH2:28]1. Procedure details: The title compound was prepared in analogy to the procedure described in Step 14.1 but using 8-(2,6-difluoro-3,5-dimethoxy-phenyl)-quinoxaline-5-carboxylic acid (Step 88.1), 6-(4-methyl-piperazin-1-ylmethyl)-pyridin-3-ylamine (Step 39.1), and stirring the reaction mixture for 16 h at rt. The crude product was purified by silica gel column chromatography (DCM/MeOH/NH3aq, 94:5:1) followed by trituration in Et2O. Title compound: ESI-MS: 535.1 [M+H]+; tR=3.15 min (System 1); TLC: Rf=0.13 (DCM/MeOH/N... Reactants: C(#N)C1=CC2=C(C(=CS2)C2=CC=CC=C2)C=C1 (6-cyano-3-phenylbenzothiophene), [H-].[Al+3].[Li+].[H-].[H-].[H-] (lithium aluminum hydride), O (water), [OH-].[Na+] (NaOH), O (water). The solvent is C1CCOC1 (THF). Reaction conditions: time 2 hour. The product is NCC1=CC2=C(C(=CS2)C2=CC=CC=C2)C=C1 (6-Aminomethyl-3-phenyl-benzothiophene). As a reaction SMILES: [C:1]([C:3]1[CH:17]=[CH:16][C:6]2[C:7]([C:10]3[CH:15]=[CH:14][CH:13]=[CH:12][CH:11]=3)=[CH:8][S:9][C:5]=2[CH:4]=1)#[N:2].[H-].[Al+3].[Li+].[H-].[H-].[H-].O.[OH-].[Na+]>C1COCC1>[NH2:2][CH2:1][C:3]1[CH:17]=[CH:16][C:6]2[C:7]([C:10]3[CH:15]=[CH:14][CH:13]=[CH:12][CH:11]=3)=[CH:8][S:9][C:5]=2[CH:4]=1 |f:1.2.3.4.5.6,8.9|. Procedure details: Dissolve 6-cyano-3-phenylbenzothiophene (0.27 g, 1.16 mmol) in anhydrous THF (6 mL) and add lithium aluminum hydride (3.45 mL, 1M solution in THF) at 0° C. After 2 h, add water (0.86 mL), 2N aqueous NaOH (0.86 mL) and water (1.24 mL). Filter off the solids and evaporate the residue. Purify by prep HPLC (Zorbax SB-Phenyl column 21.2×250 mm, 5% to 50% acetonitrile in 0.1% TFA-water solution) and obtain the free base by SCX chromatography to give the title compound that is used without further puri...